Dataset: the Open Reaction Database (ORD), a public repository of structured organic reaction records. Task: describe an organic reaction: reactants, conditions, products, and yield Reactants: C(C)(=O)NNC(C1=CC(=CC=C1)I)=O (N′-acetyl-3-iodobenzohydrazide). The solvent is O=P(Cl)(Cl)Cl (POCl3). Yields the product IC=1C=C(C=CC1)C=1OC(=NN1)C (2-(3-iodophenyl)-5-methyl-1,3,4-oxadiazole). RXN SMILES: [C:1]([NH:4][NH:5][C:6](=[O:14])[C:7]1[CH:12]=[CH:11][CH:10]=[C:9]([I:13])[CH:8]=1)(=O)[CH3:2]>O=P(Cl)(Cl)Cl>[I:13][C:9]1[CH:8]=[C:7]([C:6]2[O:14][C:1]([CH3:2])=[N:4][N:5]=2)[CH:12]=[CH:11][CH:10]=1. Procedure details: The product obtained in Step A above (2.9 g, 9.54 mmol) is heated at 120° C. for 3 hours in 35 ml of POCl3. After evaporation of POCl3, the residue is taken up in toluene and the mixture is evaporated to dryness again. The residue from evaporation is dissolved in ethyl acetate and the organic phase is washed with, in succession, 10% NaHCO3 solution, water and then brine. The organic phase is dried over MgSO4 to yield, after evaporation, the expected product in the form of a creamy white solid. RXN SMILES: [CH2:1]([CH:2]=[CH2:3])[O:4][C:5](=[O:6])[N:7]1[CH:8]([C:13](=[O:14])[O:15][CH2:16][CH3:17])[CH2:9][S:10][CH2:11][CH2:12]1.[CH3:18][OH:19].[ClH:25].[Na+:27].[O:20]1[CH2:21][CH2:22][CH2:23][CH2:24]1.[OH-:26]>>[CH2:1]([CH:2]=[CH2:3])[O:4][C:5](=[O:6])[N:7]1[CH:8]([C:13](=[O:14])[OH:15])[CH2:9][S:10][CH2:11][CH2:12]1. Product: C=CCOC(=O)N1CCSCC1C(=O)O. The reactants are C=CCOC(=O)N1CCSCC1C(=O)OCC, CO, Cl, [Na+], C1CCOC1, [OH-].